Task: describe an organic reaction: reactants, conditions, products, and yield. Dataset: the Open Reaction Database (ORD), a public repository of structured organic reaction records Reported procedure: {1-1} First, 1,2,3,4,8,9,10,11-octafluoro-5,7,12,14-tetrahydroxypentacene-6,13-dione (3) was synthesized from 5,6,7,8-tetrafluoro-9,10-dihydroxy-2,3-dihydroanthracene-1,4-dione (1) and 4,5,6,7-tetrafluoroisobenzofuran-1,3-dione (2). As a reaction SMILES: [F:1][C:2]1[C:15]([F:16])=[C:14]([F:17])[C:13]([F:18])=[C:12]2[C:3]=1[C:4]([OH:22])=[C:5]1[C:10](=[C:11]2[OH:19])[C:9](=[O:20])[CH2:8][CH2:7][C:6]1=[O:21].[F:23][C:24]1[C:32]([F:33])=[C:31]([F:34])[C:30]([F:35])=[C:29]2[C:25]=1[C:26](=[O:37])[O:27][C:28]2=O>>[F:1][C:2]1[C:3]2[C:12](=[C:11]([OH:19])[C:10]3[C:9](=[O:20])[C:8]4[C:7]([C:6](=[O:21])[C:5]=3[C:4]=2[OH:22])=[C:28]([OH:27])[C:29]2[C:25](=[C:24]([F:23])[C:32]([F:33])=[C:31]([F:34])[C:30]=2[F:35])[C:26]=4[OH:37])[C:13]([F:18])=[C:14]([F:17])[C:15]=1[F:16]. The product is FC1=C(C(=C(C2=C(C=3C(C4=C(C5=C(C(=C(C(=C5C(=C4C(C3C(=C12)O)=O)O)F)F)F)F)O)=O)O)F)F)F (1,2,3,4,8,9,10,11-octafluoro-5,7,12,14-tetrahydroxypentacene-6,13-dione). The reactants are FC1=C2C(=C3C(CCC(C3=C(C2=C(C(=C1F)F)F)O)=O)=O)O (5,6,7,8-tetrafluoro-9,10-dihydroxy-2,3-dihydroanthracene-1,4-dione), FC1=C2C(OC(C2=C(C(=C1F)F)F)=O)=O (4,5,6,7-tetrafluoroisobenzofuran-1,3-dione).